This data is from the Open Reaction Database (ORD), a public repository of structured organic reaction records. The task is: describe an organic reaction: reactants, conditions, products, and yield Starting materials: Cl.NO (hydroxylamine hydrochloride), C(C)(=O)[O-].[Na+] (sodium acetate), CC=1N=C(SC1C1=NC=CC(=C1)C)NC(SCC)=N (N-(4-methyl-5-(4-methylpyridin-2-yl)thiazol-2-yl)-S-ethylisothiourea). The solvent is C(C)(=O)OCC (ethyl acetate), CC(C)O (2-propanol). Run at temperature 90 celsius, time 1 hour. The product is CC=1N=C(SC1C1=NC=CC(=C1)C)NC(=N)NO (N-(4-methyl-5-(4-methylpyridin-2-yl)thiazol-2-yl)-N′-hydroxyguanidine). Yield: 43.9%. Reaction SMILES: Cl.[NH2:2][OH:3].C([O-])(=O)C.[Na+].[CH3:9][C:10]1[N:11]=[C:12]([NH:22][C:23](=[NH:27])SCC)[S:13][C:14]=1[C:15]1[CH:20]=[C:19]([CH3:21])[CH:18]=[CH:17][N:16]=1>CC(O)C.C(OCC)(=O)C>[CH3:9][C:10]1[N:11]=[C:12]([NH:22][C:23]([NH:2][OH:3])=[NH:27])[S:13][C:14]=1[C:15]1[CH:20]=[C:19]([CH3:21])[CH:18]=[CH:17][N:16]=1 |f:0.1,2.3|. Reported procedure: To a suspension of hydroxylamine hydrochloride (146 mg) and sodium acetate (172 mg) in 2-propanol (4 ml) was added N-(4-methyl-5-(4-methylpyridin-2-yl)thiazol-2-yl)-S-ethylisothiourea (205 mg), and the mixture was stirred at 90° C. for 1 hour. The mixture was diluted with ethyl acetate and washed with water and brine. The organic layer was dried over sodium sulfate and evaporated under reduced pressure. The residue was purified by column chromatography (silica gel, 3 to 4% methanol in dichlorome... Starting materials: CO, Cl, NCC(CCOC1CCCCO1)c1ccc(Cl)c(Cl)c1. Yields the product NCC(CCO)c1ccc(Cl)c(Cl)c1. As a reaction SMILES: [CH3:22][OH:23].[ClH:1].[O:2]1[CH2:3][CH2:4][CH2:5][CH2:6][CH:7]1[O:8][CH2:9][CH2:10][CH:11]([CH2:12][NH2:13])[c:14]1[cH:15][c:16]([Cl:21])[c:17]([Cl:20])[cH:18][cH:19]1>>[OH:8][CH2:9][CH2:10][CH:11]([CH2:12][NH2:13])[c:14]1[cH:15][c:16]([Cl:21])[c:17]([Cl:20])[cH:18][cH:19]1.